From a dataset of the Open Reaction Database (ORD), a public repository of structured organic reaction records. describe an organic reaction: reactants, conditions, products, and yield Starting materials: CCCCC(CC)C(=O)O, O=C(Cl)Cl, Clc1ccccc1. Product: CCCCC(CC)C(=O)Cl. RXN SMILES: [CH2:1]([CH3:2])[CH:3]([C:4](=[O:5])[OH:6])[CH2:7][CH2:8][CH2:9][CH3:10].[Cl:11][C:12](=[O:13])[Cl:14].[Cl:15][c:16]1[cH:17][cH:18][cH:19][cH:20][cH:21]1>>[CH2:1]([CH3:2])[CH:3]([C:4](=[O:5])[Cl:11])[CH2:7][CH2:8][CH2:9][CH3:10].